This data is from the Open Reaction Database (ORD), a public repository of structured organic reaction records. The task is: describe an organic reaction: reactants, conditions, products, and yield The reactants are COc1ccc(F)cc1-c1nn(COCC[Si](C)(C)C)c2ncc(-c3cccc(C(=O)N4CCN(CCN(C)C)CC4)c3)cc12, CO, [O-][Cl+3]([O-])([O-])O, [Na+], [OH-]. As a reaction SMILES: [CH3:1][N:2]([CH2:3][CH2:4][N:5]1[CH2:6][CH2:7][N:8]([C:11](=[O:12])[c:13]2[cH:14][c:15](-[c:19]3[cH:20][c:21]4[c:22]([n:23][cH:24]3)[n:25]([CH2:37][O:38][CH2:39][CH2:40][Si:41]([CH3:42])([CH3:43])[CH3:44])[n:26][c:27]4-[c:28]3[c:29]([O:35][CH3:36])[cH:30][cH:31][c:32]([F:34])[cH:33]3)[cH:16][cH:17][cH:18]2)[CH2:9][CH2:10]1)[CH3:45].[CH3:53][OH:54].[Cl+3:48]([OH:49])([O-:50])([O-:51])[O-:52].[Na+:47].[OH-:46]>>[CH3:1][N:2]([CH2:3][CH2:4][N:5]1[CH2:6][CH2:7][N:8]([C:11](=[O:12])[c:13]2[cH:14][c:15](-[c:19]3[cH:20][c:21]4[c:22]([n:23][cH:24]3)[nH:25][n:26][c:27]4-[c:28]3[c:29]([O:35][CH3:36])[cH:30][cH:31][c:32]([F:34])[cH:33]3)[cH:16][cH:17][cH:18]2)[CH2:9][CH2:10]1)[CH3:45]. The product is COc1ccc(F)cc1-c1n[nH]c2ncc(-c3cccc(C(=O)N4CCN(CCN(C)C)CC4)c3)cc12. RXN SMILES: [Cl:1][C:2]1[CH:3]=[C:4]2[C:9](=[CH:10][CH:11]=1)[NH:8][C:7](=[O:12])[NH:6][C:5]2([CH2:17][NH:18][C:19](=[O:27])[C:20]1[CH:25]=[CH:24][C:23]([F:26])=[CH:22][CH:21]=1)[C:13]([F:16])([F:15])[F:14].CCCCCC>CC(O)C>[Cl:1][C:2]1[CH:3]=[C:4]2[C:9](=[CH:10][CH:11]=1)[NH:8][C:7](=[O:12])[NH:6][C@@:5]2([CH2:17][NH:18][C:19](=[O:27])[C:20]1[CH:21]=[CH:22][C:23]([F:26])=[CH:24][CH:25]=1)[C:13]([F:16])([F:14])[F:15]. Run in CC(C)O (2-propanol). Procedure details: N-{[6-chloro-2-oxo-4-(trifluoromethyl)-1,2,3,4-tetrahydroquinazolin-4-yl]methyl}4-fluorobenzamide was subjected to optical resolution by HPLC (Chiralpack AD-H, n-hexane:2-propanol=3:1), and a fraction eluted at a later time was concentrated, whereby the objective compound was obtained. The product is ClC=1C=C2[C@@](NC(NC2=CC1)=O)(C(F)(F)F)CNC(C1=CC=C(C=C1)F)=O (N-{[(4S*)-6-chloro-2-oxo-4-(trifluoromethyl)-1,2,3,4-tetrahydroquinazolin-4-yl]methyl}4-fluorobenzamide). Reactants: ClC=1C=C2C(NC(NC2=CC1)=O)(C(F)(F)F)CNC(C1=CC=C(C=C1)F)=O (N-{[6-chloro-2-oxo-4-(trifluoromethyl)-1,2,3,4-tetrahydroquinazolin-4-yl]methyl}4-fluorobenzamide), CCCCCC (n-hexane). Starting materials: C([O-])([O-])=O.[Na+].[Na+] (sodium carbonate), NC=1OC[C@@]2(C3=CC(=CC=C3OC=3C(=CC(=CC23)O)F)Br)N1 ((S)-2-amino-7′-bromo-4′-fluoro-5H-spiro[oxazole-4,9′-xanthen]-2′-ol), FC1=NC=CC=C1B(O)O (2-fluoro-3-pyridineboronic acid), CN(C)C=O (DMF). The reagents and catalysts are C=1C=CC(=CC1)[P](C=2C=CC=CC2)(C=3C=CC=CC3)[Pd]([P](C=4C=CC=CC4)(C=5C=CC=CC5)C=6C=CC=CC6)([P](C=7C=CC=CC7)(C=8C=CC=CC8)C=9C=CC=CC9)[P](C=1C=CC=CC1)(C=1C=CC=CC1)C=1C=CC=CC1 (tetrakis(triphenylphosphine)palladium). Run in O (water). Run at temperature 85 celsius. Yields the product NC=1OC[C@@]2(C3=CC(=CC=C3OC=3C(=CC(=CC23)O)F)C=2C(=NC=CC2)F)N1 ((S)-2-amino-4′-fluoro-7′-(2-fluoropyridin-3-yl)-5H-spiro[oxazole-4,9′-xanthen]-2′-ol). RXN SMILES: C(=O)([O-])[O-].[Na+].[Na+].[NH2:7][C:8]1[O:9][CH2:10][C@@:11]2([N:28]=1)[C:24]1[CH:23]=[C:22]([OH:25])[CH:21]=[C:20]([F:26])[C:19]=1[O:18][C:17]1[C:12]2=[CH:13][C:14](Br)=[CH:15][CH:16]=1.[F:29][C:30]1[C:35](B(O)O)=[CH:34][CH:33]=[CH:32][N:31]=1.CN(C=O)C>O.C1C=CC([P]([Pd]([P](C2C=CC=CC=2)(C2C=CC=CC=2)C2C=CC=CC=2)([P](C2C=CC=CC=2)(C2C=CC=CC=2)C2C=CC=CC=2)[P](C2C=CC=CC=2)(C2C=CC=CC=2)C2C=CC=CC=2)(C2C=CC=CC=2)C2C=CC=CC=2)=CC=1>[NH2:7][C:8]1[O:9][CH2:10][C@@:11]2([N:28]=1)[C:24]1[CH:23]=[C:22]([OH:25])[CH:21]=[C:20]([F:26])[C:19]=1[O:18][C:17]1[C:12]2=[CH:13][C:14]([C:35]2[C:30]([F:29])=[N:31][CH:32]=[CH:33][CH:34]=2)=[CH:15][CH:16]=1 |f:0.1.2,^1:48,50,69,88|. Procedure: A RBF was charged with sodium carbonate (2 M, 2 mL), tetrakis(triphenylphosphine)palladium (0.237 g, 0.205 mmol), (S)-2-amino-7′-bromo-4′-fluoro-5H-spiro[oxazole-4,9′-xanthen]-2′-ol (0.75 g, 2.054 mmol), and 2-fluoro-3-pyridineboronic acid (0.579 g, 4.11 mmol) and DMF (5 ml). The solution was heated at 85° C. overnight. The solution was diluted with water (25 ml) and filtered. The solids were triturated with methanol and dried under vacuum to afford (S)-2-amino-4′-fluoro-7′-(2-fluoropyridin-3-yl... Starting materials: ClC1=NC2=CC(=CC(=C2C(=C1C)Cl)F)F (2,4-dichloro-5,7-difluoro-3-methylquinoline), C([O-])([O-])=O.[K+].[K+] (potassium carbonate), COC1=CC=C(C=N1)B(O)O (6-methoxypyridin-3-ylboronic acid), palladium tetrakistriphenylphosphine. Run in C1(=CC=CC=C1)C (toluene). Yields the product ClC1=C(C(=NC2=CC(=CC(=C12)F)F)C=1C=NC(=CC1)OC)C (4-chloro-5,7-difluoro-2-(6-methoxypyridin-3-yl)-3-methylquinoline). Reaction SMILES: Cl[C:2]1[C:11]([CH3:12])=[C:10]([Cl:13])[C:9]2[C:4](=[CH:5][C:6]([F:15])=[CH:7][C:8]=2[F:14])[N:3]=1.[CH3:16][O:17][C:18]1[N:23]=[CH:22][C:21](B(O)O)=[CH:20][CH:19]=1.C(=O)([O-])[O-].[K+].[K+]>C1(C)C=CC=CC=1>[Cl:13][C:10]1[C:9]2[C:4](=[CH:5][C:6]([F:15])=[CH:7][C:8]=2[F:14])[N:3]=[C:2]([C:21]2[CH:22]=[N:23][C:18]([O:17][CH3:16])=[CH:19][CH:20]=2)[C:11]=1[CH3:12] |f:2.3.4|. Reported procedure: The Suzuki coupled product was prepared according to Procedure F using 2,4-dichloro-5,7-difluoro-3-methylquinoline (0.50 g, 2.02 mmol), 6-methoxypyridin-3-ylboronic acid (0.308 g, 2.0 mmol), palladium tetrakistriphenylphosphine (0.23 g, 0.20 mmol), potassium carbonate (0.56 g, 4.03 mmol) in toluene (4 mL) at 100° C. for 19.5 h to give 4-chloro-5,7-difluoro-2-(6-methoxypyridin-3-yl)-3-methylquinoline as a white solid. Mass Spectrum (ESI) m/e=321.0 (M+1). The reactants are COc1ccccc1N=C=O, COC(=O)C(CSCC(CC(=O)O)C(=O)c1cccnc1)NC(=O)OCC1c2ccccc2-c2ccccc21. The product is COC(=O)C(CSCC(CC(=O)O)C(=O)c1cccnc1)NC(=O)Nc1ccccc1OC. RXN SMILES: [CH3:40][O:41][c:42]1[c:43]([N:48]=[C:49]=[O:50])[cH:44][cH:45][cH:46][cH:47]1.[cH:1]1[c:2]2[c:12]([cH:13][cH:14][cH:15]1)-[c:7]1[c:6]([cH:11][cH:10][cH:9][cH:8]1)[CH:3]2[CH2:4][O:5][C:16](=[O:17])[NH:18][CH:19]([CH2:20][S:21][CH2:22][CH:23]([CH2:24][C:25](=[O:26])[OH:27])[C:28]([c:29]1[cH:30][n:31][cH:32][cH:33][cH:34]1)=[O:35])[C:36](=[O:37])[O:38][CH3:39]>>[C:16](=[O:17])([NH:18][CH:19]([CH2:20][S:21][CH2:22][CH:23]([CH2:24][C:25](=[O:26])[OH:27])[C:28]([c:29]1[cH:30][n:31][cH:32][cH:33][cH:34]1)=[O:35])[C:36](=[O:37])[O:38][CH3:39])[NH:48][c:43]1[c:42]([O:41][CH3:40])[cH:47][cH:46][cH:45][cH:44]1. The reactants are CN1CC[C@]23C4=C5C=CC(=C4O[C@H]2C(=CC=C3[C@H]1C5)OC)OC (thebaine), C(=O)O (formic acid), OO (H2O2). Solvent: CC(C)O (IPA). Run at temperature 25 celsius. Product: O1C2=C(C=CC=3C[C@@H]4[C@@]5(CCC([C@H]1[C@@]5(C23)CCN4C)=O)O)OC (4,5α-Epoxy-14-hydroxy-3-methoxy-17-methylmorphinan-6-one). Reaction SMILES: [CH3:1][N:2]1[C@@H:18]2[CH2:19][C:7]3[CH:8]=[CH:9][C:10]([O:22][CH3:23])=[C:11]4[O:12][C@H:13]5[C:14]([O:20]C)=[CH:15][CH:16]=[C:17]2[C@:5]5([C:6]=34)[CH2:4][CH2:3]1.C(O)=[O:25].OO>CC(O)C>[O:12]1[C@@H:13]2[C@@:5]34[CH2:4][CH2:3][N:2]([CH3:1])[C@@H:18]([C@:17]3([OH:25])[CH2:16][CH2:15][C:14]2=[O:20])[CH2:19][C:7]2=[C:6]4[C:11]1=[C:10]([O:22][CH3:23])[CH:9]=[CH:8]2. Procedure: 50 kg thebaine was added to a solution of formic acid (145 kg) maintained at a temperature below 15° C. the solution was heated to 25° C. and maintained at this temperature for 1.0 hr. the reaction mixture was cooled to 0-5° C. and 30% H2O2 aqueous solution (5.5 kg 100% H2O2) was added at 0-5° C. The reaction mixture was maintained at 20-25° C. for 3.0 hrs. After completion of the reaction, it was quenched in 560 lit DM water and treated with charcoal. To the filtrate 5% Pd/C (1.5 kg) was added ... Starting materials: CN1CCNCC1, O=[N+]([O-])c1ccc(Cl)cc1N1CCCCC1, O. The product is CN1CCN(c2ccc([N+](=O)[O-])c(N3CCCCC3)c2)CC1. RXN SMILES: [CH3:17][N:18]1[CH2:19][CH2:20][NH:21][CH2:22][CH2:23]1.[Cl:1][c:2]1[cH:3][cH:4][c:5]([N+:14](=[O:15])[O-:16])[c:6]([N:8]2[CH2:9][CH2:10][CH2:11][CH2:12][CH2:13]2)[cH:7]1.[OH2:24]>>[c:2]1([N:21]2[CH2:20][CH2:19][N:18]([CH3:17])[CH2:23][CH2:22]2)[cH:3][cH:4][c:5]([N+:14](=[O:15])[O-:16])[c:6]([N:8]2[CH2:9][CH2:10][CH2:11][CH2:12][CH2:13]2)[cH:7]1.